From a dataset of the Open Reaction Database (ORD), a public repository of structured organic reaction records. describe an organic reaction: reactants, conditions, products, and yield Reactants: ClCC=1C(=NC=CC1)C1=CC(=CC=C1)OC (3-(chloromethyl)-2-(3-methoxyphenyl)pyridine), OC=1C(=CC(=NC1)OC)C=O (5-hydroxy-2-methoxypyridine-4-carbaldehyde), C([O-])([O-])=O.[K+].[K+] (potassium carbonate). Solvent: CC#N (CH3CN). Conditions: temperature 70 celsius, time 4 hour. Product: COC1=NC=C(C(=C1)C=O)OCC=1C(=NC=CC1)C1=CC(=CC=C1)OC (2-methoxy-5-[[2-(3-methoxyphenyl)pyridin-3-yl]methoxy]pyridine-4-carbaldehyde). Reaction SMILES: Cl[CH2:2][C:3]1[C:4]([C:9]2[CH:14]=[CH:13][CH:12]=[C:11]([O:15][CH3:16])[CH:10]=2)=[N:5][CH:6]=[CH:7][CH:8]=1.[OH:17][C:18]1[C:19]([CH:26]=[O:27])=[CH:20][C:21]([O:24][CH3:25])=[N:22][CH:23]=1.C(=O)([O-])[O-].[K+].[K+]>CC#N>[CH3:25][O:24][C:21]1[CH:20]=[C:19]([CH:26]=[O:27])[C:18]([O:17][CH2:2][C:3]2[C:4]([C:9]3[CH:14]=[CH:13][CH:12]=[C:11]([O:15][CH3:16])[CH:10]=3)=[N:5][CH:6]=[CH:7][CH:8]=2)=[CH:23][N:22]=1 |f:2.3.4|. Reported procedure: Into a 100-mL round-bottom flask, was placed a solution of 3-(chloromethyl)-2-(3-methoxyphenyl)pyridine (234 mg, 1.00 mmol, 1.00 equiv), 5-hydroxy-2-methoxypyridine-4-carbaldehyde (153 mg, 1.00 mmol, 1.00 equiv), and potassium carbonate (278 mg, 2.01 mmol, 2.00 equiv) in CH3CN (30 mL). The resulting solution was stirred for 4 h at 70° C., and then it was concentrated under vacuum. The crude product (200 mg) was purified by Prep-HPLC with the following conditions (Prep-HPLC-010): Column, SunFire ... Reactants: O=C1CCN(CC1)C1=NC=CC(=N1)C(=O)N (2-(4-oxopiperidin-yl)pyrimidine-4-carboxamide), COC1=C(OCCN)C=CC=C1 (2-(2-methoxyphenoxy)ethylamine), S(=O)(=O)([O-])[O-].[Mg+2] (magnesium sulphate). Run in ClCCl (dichloromethane). Reaction conditions: time 24 hour. The product is COC1=C(OCCN=C2CCN(CC2)C2=NC=CC(=N2)C(=O)N)C=CC=C1 (2-[4-[[2-(2-Methoxyphenoxy)ethyl]imino]piperidin-1-yl]pyrimidine-4-carboxamide). As a reaction SMILES: O=[C:2]1[CH2:7][CH2:6][N:5]([C:8]2[N:13]=[C:12]([C:14]([NH2:16])=[O:15])[CH:11]=[CH:10][N:9]=2)[CH2:4][CH2:3]1.[CH3:17][O:18][C:19]1[CH:28]=[CH:27][CH:26]=[CH:25][C:20]=1[O:21][CH2:22][CH2:23][NH2:24].S([O-])([O-])(=O)=O.[Mg+2]>ClCCl>[CH3:17][O:18][C:19]1[CH:28]=[CH:27][CH:26]=[CH:25][C:20]=1[O:21][CH2:22][CH2:23][N:24]=[C:2]1[CH2:7][CH2:6][N:5]([C:8]2[N:13]=[C:12]([C:14]([NH2:16])=[O:15])[CH:11]=[CH:10][N:9]=2)[CH2:4][CH2:3]1 |f:2.3|. Procedure details: 2.6 g (0.0118 mol) of 2-(4-oxopiperidin-yl)pyrimidine-4-carboxamide, 1.97 g (0.0188 mol) of 2-(2-methoxyphenoxy)ethylamine, 4.26 g (0.0354 mol) of magnesium sulphate and 152 ml of dichloromethane are introduced into a 500 ml flask and the mixture is stirred at room temperature for 24 hours. Starting materials: CN(C)P(=O)(N(C)C)N(C)C, Cl, N#Cc1ccc(F)cc1, CC(O)C(F)(F)F, [H-], [Na+]. Product: CC(Oc1ccc(C#N)cc1)C(F)(F)F. Reaction SMILES: [CH3:20][N:21]([CH3:22])[P:23]([N:24]([CH3:25])[CH3:26])([N:27]([CH3:28])[CH3:29])=[O:30].[ClH:19].[F:10][c:11]1[cH:12][cH:13][c:14]([C:15]#[N:16])[cH:17][cH:18]1.[F:1][C:2]([CH:3]([CH3:4])[OH:5])([F:6])[F:7].[H-:8].[Na+:9]>>[F:1][C:2]([CH:3]([CH3:4])[O:5][c:11]1[cH:12][cH:13][c:14]([C:15]#[N:16])[cH:17][cH:18]1)([F:6])[F:7].